From a dataset of the Open Reaction Database (ORD), a public repository of structured organic reaction records. describe an organic reaction: reactants, conditions, products, and yield Procedure: To a solution of ethyl 2-(4-amino-6-chloropyrimidin-2-yl)acetate (21.5 g) in methanol (200 ml) was added a solution of sodium metal (7.25 g) in methanol (130 ml) and the mixture was refluxed for 3.5 hours. The reaction mixture was cooled in an ice-salt bath and saturated with dry hydrogen chloride and then allowed to stand overnight at ambient temperature. The mixture was evaporated to dryness and the residue was dissolved in a mixture of ethyl acetate and a cold aqueous solution of sodium bicar... As a reaction SMILES: [NH2:1][C:2]1[CH:7]=[C:6](Cl)[N:5]=[C:4]([CH2:9][C:10]([O:12][CH2:13]C)=[O:11])[N:3]=1.[Na].Cl.[CH3:17][OH:18]>>[NH2:1][C:2]1[CH:7]=[C:6]([O:18][CH3:17])[N:5]=[C:4]([CH2:9][C:10]([O:12][CH3:13])=[O:11])[N:3]=1 |^1:14|. Reaction conditions: time 8 hour. Reactants: Cl (hydrogen chloride), NC1=NC(=NC(=C1)Cl)CC(=O)OCC (ethyl 2-(4-amino-6-chloropyrimidin-2-yl)acetate), [Na] (sodium), CO (methanol), CO (methanol). Product: NC1=NC(=NC(=C1)OC)CC(=O)OC (methyl 2-(4-amino-6-methoxypyrimidin-2-yl)acetate). Reactants: FC1=CC=C(C(=O)NCCC2=C(C=CC=C2)C)C=C1 (1-(4-Fluorobenzoylamino)-2-(2-methylphenyl)-ethane), P(=O)(Cl)(Cl)Cl (phosphorus oxychloride), O=P12OP3(=O)OP(=O)(O1)OP(=O)(O2)O3 (phosphorus pentoxide). Yields the product FC1=CC=C(C=C1)C1=NCCC2=C(C=CC=C12)C (1-(4-fluorophenyl)-5-methyl-3,4-dihydroisoquinoline). Reaction SMILES: [F:1][C:2]1[CH:19]=[CH:18][C:5]([C:6]([NH:8][CH2:9][CH2:10][C:11]2[CH:16]=[CH:15][CH:14]=[CH:13][C:12]=2[CH3:17])=O)=[CH:4][CH:3]=1.P(Cl)(Cl)(Cl)=O.O=P12OP3(OP(OP(O3)(O1)=O)(=O)O2)=O>>[F:1][C:2]1[CH:19]=[CH:18][C:5]([C:6]2[C:16]3[C:11](=[C:12]([CH3:17])[CH:13]=[CH:14][CH:15]=3)[CH2:10][CH2:9][N:8]=2)=[CH:4][CH:3]=1. Reported procedure: 1-(4-Fluorobenzoylamino)-2-(2-methylphenyl)-ethane, phosphorus oxychloride and phosphorus pentoxide were reacted in the same way as in step (b) of Example 1 to afford 1-(4-fluorophenyl)-5-methyl-3,4-dihydroisoquinoline as colorless prisms having a melting point of 71.0 to 71.5° C.